From a dataset of the Open Reaction Database (ORD), a public repository of structured organic reaction records. describe an organic reaction: reactants, conditions, products, and yield Reactants: C=CC1=CC=CC=C1 (styrene), C1(=CC=CC=C1)N1C(C=CC1=O)=O (N-phenylmaleimide). Reagents/catalysts: N(=NC(C#N)(C)C)C(C#N)(C)C (azobisisobutyronitrile). Solvent: C1(=CC=CC=C1)C (toluene). Run at time 6 hour. The product is C=CC1=CC=CC=C1.C1(=CC=CC=C1)N1C(C=CC1=O)=O (ST PM). Yield: 399.6%. Reaction SMILES: [CH2:1]=[CH:2][C:3]1[CH:8]=[CH:7][CH:6]=[CH:5][CH:4]=1.[C:9]1([N:15]2[C:19](=[O:20])[CH:18]=[CH:17][C:16]2=[O:21])[CH:14]=[CH:13][CH:12]=[CH:11][CH:10]=1>N(C(C)(C)C#N)=NC(C)(C)C#N.C1(C)C=CC=CC=1>[CH2:1]=[CH:2][C:3]1[CH:8]=[CH:7][CH:6]=[CH:5][CH:4]=1.[C:9]1([N:15]2[C:19](=[O:20])[CH:18]=[CH:17][C:16]2=[O:21])[CH:10]=[CH:11][CH:12]=[CH:13][CH:14]=1 |f:4.5|. Procedure details: 36 g of styrene (ST), 4 g of N-phenylmaleimide (PM), 100 mg of azobisisobutyronitrile, and 50 ml of toluene were mixed, and a polymerization reaction was performed under a nitrogen atmosphere at 85° C. for 6 hours. After cooling, purification was performed by reprecipitation using chloroform-hexane. Thus, 25.6 g of an ST-PM (90:10) random copolymer (Mn=43000) was obtained. As a reaction SMILES: [CH3:1][Al:2]([CH3:3])[CH3:4].[CH3:25][O:26][CH:27]([C:28]1=[N:32][CH:31]([c:33]2[cH:34][cH:35][cH:36][cH:37][cH:38]2)[CH:30]([c:39]2[cH:40][cH:41][cH:42][cH:43][cH:44]2)[NH:29]1)[c:45]1[cH:46][cH:47][cH:48][cH:49][cH:50]1.[CH3:51][S:52]([CH3:53])=[O:54].[CH3:5][O:6][C:7](=[O:8])[CH:9]([O:10][CH3:11])[c:12]1[cH:13][cH:14][cH:15][cH:16][cH:17]1.[F:18][C:19]([C:20](=[O:21])[OH:22])([F:23])[F:24]>>[CH3:25][O:26][CH:27]([C:28]1=[N:29][CH:30]([c:39]2[cH:40][cH:41][cH:42][cH:43][cH:44]2)[CH:31]([c:33]2[cH:34][cH:35][cH:36][cH:37][cH:38]2)[NH:32]1)[c:45]1[cH:46][cH:47][cH:48][cH:49][cH:50]1.[F:18][C:19]([C:20](=[O:21])[OH:22])([F:23])[F:24]. Starting materials: C[Al](C)C, COC(C1=NC(c2ccccc2)C(c2ccccc2)N1)c1ccccc1, CS(C)=O, COC(=O)C(OC)c1ccccc1, O=C(O)C(F)(F)F. The product is COC(C1=NC(c2ccccc2)C(c2ccccc2)N1)c1ccccc1, O=C(O)C(F)(F)F. The reactants are CO (methanol), solution, C[Al](C)C (trimethylaluminum), [Si](C)(C)(C(C)(C)C)OCC[C@@H](C1=CC=CC=C1)NC=1OC(C(S(N1)(=O)=O)C1=CC=C(C=C1)OS(=O)(=O)C(F)(F)F)(C)C (trifluoromethanesulfonic acid 4-{2-[(S)-3-(tert-butyldimethylsilanyloxy)-1-phenylpropylamino]-6,6-dimethyl-4,4-dioxo-5,6-dihydro-4H-4lambda6-1,4,3-oxathiazin-5-yl}phenyl ester). The reagents and catalysts are C=1C=CC(=CC1)/C=C/C(=O)/C=C/C2=CC=CC=C2.C=1C=CC(=CC1)/C=C/C(=O)/C=C/C2=CC=CC=C2.[Pd] (bis(dibenzylideneacetone)palladium), CC(C)(C)P(C1=CC=C[CH-]1)C(C)(C)C.C1=CC=C(C=C1)[C-]2C(=C(C(=C2C3=CC=CC=C3)C4=CC=CC=C4)C5=CC=CC=C5)C6=CC=CC=C6.[Fe+2] (1,2,3,4,5-pentaphenyl-1-(di-tert-butylphosphino)ferrocene). Solvent: C1(=CC=CC=C1)C (toluene). Reaction conditions: time 5 minute. Product: CC1(C(S(N=C(O1)N[C@@H](CCO)C1=CC=CC=C1)(=O)=O)C1=CC=C(C=C1)C)C ((S)-3-(6,6-Dimethyl-4,4-dioxo-5-p-tolyl-5,6-dihydro-4H-4lambda6-[1,4,3]oxathiazin-2-ylamino)-3-phenylpropan-1-ol). As a reaction SMILES: [Si]([O:8][CH2:9][CH2:10][C@H:11]([NH:18][C:19]1[O:20][C:21]([CH3:42])([CH3:41])[CH:22]([C:27]2[CH:32]=[CH:31][C:30](OS(C(F)(F)F)(=O)=O)=[CH:29][CH:28]=2)[S:23](=[O:26])(=[O:25])[N:24]=1)[C:12]1[CH:17]=[CH:16][CH:15]=[CH:14][CH:13]=1)(C(C)(C)C)(C)C.[CH3:43][Al](C)C.CO>C1(C)C=CC=CC=1.C1C=CC(/C=C/C(/C=C/C2C=CC=CC=2)=O)=CC=1.C1C=CC(/C=C/C(/C=C/C2C=CC=CC=2)=O)=CC=1.[Pd].CC(P(C(C)(C)C)C1[CH-]C=CC=1)(C)C.C1C=CC([C-]2C(C3C=CC=CC=3)=C(C3C=CC=CC=3)C(C3C=CC=CC=3)=C2C2C=CC=CC=2)=CC=1.[Fe+2]>[CH3:41][C:21]1([CH3:42])[O:20][C:19]([NH:18][C@H:11]([C:12]2[CH:17]=[CH:16][CH:15]=[CH:14][CH:13]=2)[CH2:10][CH2:9][OH:8])=[N:24][S:23](=[O:26])(=[O:25])[CH:22]1[C:27]1[CH:32]=[CH:31][C:30]([CH3:43])=[CH:29][CH:28]=1 |f:4.5.6,7.8.9|. Procedure details: Under inert gas, 60 mg of trifluoromethanesulfonic acid 4-{2-[(S)-3-(tert-butyldimethylsilanyloxy)-1-phenylpropylamino]-6,6-dimethyl-4,4-dioxo-5,6-dihydro-4H-4lambda6-1,4,3-oxathiazin-5-yl}phenyl ester, 5.3 mg of bis(dibenzylideneacetone)palladium and 13.1 mg of 1,2,3,4,5-pentaphenyl-1-(di-tert-butylphosphino)ferrocene were initially charged, dissolved in 1.2 ml of toluene and stirred at room temperature for 5 minutes. After the addition of 0.09 ml of a 2 N solution of trimethylaluminum, the rea... Starting materials: [BH-](OC(=O)C)(OC(=O)C)OC(=O)C.[Na+] (Na(OAc)3BH), CC([C@@H](C=O)NC1=NC=2N(C=C1)N=CC2C2=CC=C(C=C2)C=2N(C=CN2)COCC[Si](C)(C)C)C ((S)-3-methyl-2-(3-(4-(1-((2-(trimethylsilyl)ethoxy)methyl)-1H-imidazol-2-yl)phenyl)pyrazolo[1,5-a]pyrimidin-5-ylamino)butanal), [Si](C)(C)(C(C)(C)C)OCCN (2-(tert-butyldimethylsilyloxy)ethanamine). The solvent is ClCCCl (DCE), C1CCOC1 (THF). Conditions: time 2 hour. The product is [Si](C)(C)(C(C)(C)C)OCCNC[C@H](C(C)C)NC1=NC=2N(C=C1)N=CC2C2=CC=C(C=C2)C=2N(C=CN2)COCC[Si](C)(C)C ((S)—N1-(2-(tert-butyldimethylsilyloxy)ethyl)-3-methyl-N2-(3-(4-(1-((2-(trimethylsilyl)ethoxy)methyl)-1H-imidazol-2-yl)phenyl)pyrazolo[1,5-a]pyrimidin-5-yl)butane-1,2-diamine). RXN SMILES: [CH3:1][CH:2]([CH3:35])[C@H:3]([NH:6][C:7]1[CH:12]=[CH:11][N:10]2[N:13]=[CH:14][C:15]([C:16]3[CH:21]=[CH:20][C:19]([C:22]4[N:23]([CH2:27][O:28][CH2:29][CH2:30][Si:31]([CH3:34])([CH3:33])[CH3:32])[CH:24]=[CH:25][N:26]=4)=[CH:18][CH:17]=3)=[C:9]2[N:8]=1)[CH:4]=O.[Si:36]([O:43][CH2:44][CH2:45][NH2:46])([C:39]([CH3:42])([CH3:41])[CH3:40])([CH3:38])[CH3:37].[BH-](OC(C)=O)(OC(C)=O)OC(C)=O.[Na+]>ClCCCl.C1COCC1>[Si:36]([O:43][CH2:44][CH2:45][NH:46][CH2:4][C@@H:3]([NH:6][C:7]1[CH:12]=[CH:11][N:10]2[N:13]=[CH:14][C:15]([C:16]3[CH:21]=[CH:20][C:19]([C:22]4[N:23]([CH2:27][O:28][CH2:29][CH2:30][Si:31]([CH3:33])([CH3:34])[CH3:32])[CH:24]=[CH:25][N:26]=4)=[CH:18][CH:17]=3)=[C:9]2[N:8]=1)[CH:2]([CH3:35])[CH3:1])([C:39]([CH3:41])([CH3:42])[CH3:40])([CH3:38])[CH3:37] |f:2.3|. Procedure details: To a stirred solution of (S)-3-methyl-2-(3-(4-(1-((2-(trimethylsilyl)ethoxy)methyl)-1H-imidazol-2-yl)phenyl)pyrazolo[1,5-a]pyrimidin-5-ylamino)butanal (27 mg, 0.055 mmol) in DCE (1 mL) was added a solution of 2-(tert-butyldimethylsilyloxy)ethanamine (29 mg, 0.17 mmol) in THF (0.2 mL). The reaction was allowed to stir at ambient temperature for 15 minutes, at which point Na(OAc)3BH was added and the reaction allowed to stir at ambient temperature for 2 hours. The reaction mixture was partitioned ... Reactants: ice water, Cl (Hydrogen chloride), ClC=1C=C(C(CC(C#N)C#N)=O)C=CC1Cl ((3,4-dichlorophenacyl)malononitrile), CCOCC (ether). The solvent is C(Cl)(Cl)Cl (chloroform). Run at time 25 minute. Yields the product ClC=1NC(=CC1C#N)C1=CC(=C(C=C1)Cl)Cl (2-Chloro-5-(3,4-dichlorophenyl)pyrrole-3-carbonitrile). Yield: 76.0%. Reaction SMILES: [ClH:1].[Cl:2][C:3]1[CH:4]=[C:5]([CH:14]=[CH:15][C:16]=1[Cl:17])[C:6](=O)[CH2:7][CH:8]([C:11]#[N:12])[C:9]#[N:10].CCOCC>C(Cl)(Cl)Cl>[Cl:1][C:9]1[NH:10][C:6]([C:5]2[CH:14]=[CH:15][C:16]([Cl:17])=[C:3]([Cl:2])[CH:4]=2)=[CH:7][C:8]=1[C:11]#[N:12]. Procedure: Hydrogen chloride gas is bubbled through a mixture of (3,4-dichlorophenacyl)malononitrile (8.3 g, 0.333 mol), ether (150 mL) and chloroform (100 mL) at a moderate rate, keeping the reaction mixture temperature below 35°-40° C. After 25 minutes, TLC shows the reaction is complete by UV analysis. The brown reaction mixture is poured into an ice-water mixture and extracted with ether. The combined organic extracts are washed with brine, dried over anhydrous magnesium sulfate and concentrated in vac... The solvent is O (Water), CN(C=O)C (Dimethylformamide). Procedure details: 30 g (R)-5-Biphenyl-4-yl-4-tert-butoxycarbonylamino-2-methylenepentanoic acid (2-a, R1=Boc, R2=H, R3=CO2H), prepared according to Example 33 is added to 38.4 g caseium carbonate. Dimethylformamide (50 ml) is then added. Methyl iodide (8.26 ml) is then added and the mixture is stirred for 16 h at room temperature. Water (1200 ml) and isopropyl acetate (120 ml) are added. The phases are separated. The aqueous phase is washed with isopropyl acetate (2×120 ml). The combined organic phases are washed... Starting materials: C(C)(=O)OC(C)C (isopropyl acetate), C([O-])([O-])=O (carbonate), C1(=CC=C(C=C1)C[C@H](CC(C(=O)O)=C)NC(=O)OC(C)(C)C)C1=CC=CC=C1 ((R)-5-Biphenyl-4-yl-4-tert-butoxycarbonylamino-2-methylenepentanoic acid), C1(=CC=C(C=C1)C[C@H](CC(C(=O)O)=C)NC(=O)OC(C)(C)C)C1=CC=CC=C1 (2-a), CI (Methyl iodide). As a reaction SMILES: [C:1]1([C:23]2[CH:28]=[CH:27][CH:26]=[CH:25][CH:24]=2)[CH:6]=[CH:5][C:4]([CH2:7][C@@H:8]([NH:15][C:16]([O:18][C:19]([CH3:22])([CH3:21])[CH3:20])=[O:17])[CH2:9][C:10](=[CH2:14])[C:11]([OH:13])=[O:12])=[CH:3][CH:2]=1.[C:29](=O)([O-])[O-].CI.C(OC(C)C)(=O)C>O.CN(C)C=O>[CH3:29][O:12][C:11](=[O:13])[C:10](=[CH2:14])[CH2:9][C@H:8]([NH:15][C:16]([O:18][C:19]([CH3:22])([CH3:21])[CH3:20])=[O:17])[CH2:7][C:4]1[CH:3]=[CH:2][C:1]([C:23]2[CH:24]=[CH:25][CH:26]=[CH:27][CH:28]=2)=[CH:6][CH:5]=1.[C:1]1([C:23]2[CH:24]=[CH:25][CH:26]=[CH:27][CH:28]=2)[CH:2]=[CH:3][C:4]([CH2:7][C@@H:8]([NH:15][C:16]([O:18][C:19]([CH3:22])([CH3:21])[CH3:20])=[O:17])[CH2:9][C:10](=[CH2:14])[C:11]([OH:13])=[O:12])=[CH:5][CH:6]=1. The product is COC(C(C[C@@H](CC1=CC=C(C=C1)C1=CC=CC=C1)NC(=O)OC(C)(C)C)=C)=O ((R)-5-biphenyl-4-yl-4-tert-butoxycarbonylamino-2-methylenepentanoic acid methyl ester), C1(=CC=C(C=C1)C[C@H](CC(C(=O)O)=C)NC(=O)OC(C)(C)C)C1=CC=CC=C1 (2-a). Run at time 16 hour. Starting materials: CCOC(=O)C1CC(O[Si](C)(C)C(C)(C)C)CC1CO, ClCCl, C1CCOC1, Oc1ccc(Cl)cc1. Reaction SMILES: [CH2:1]([CH3:2])[O:3][C:4](=[O:5])[CH:6]1[CH:7]([CH2:19][OH:20])[CH2:8][CH:9]([O:11][Si:12]([CH3:13])([CH3:14])[C:15]([CH3:16])([CH3:17])[CH3:18])[CH2:10]1.[Cl:29][CH2:30][Cl:31].[O:32]1[CH2:33][CH2:34][CH2:35][CH2:36]1.[OH:21][c:22]1[cH:23][cH:24][c:25]([Cl:26])[cH:27][cH:28]1>>[CH2:1]([CH3:2])[O:3][C:4](=[O:5])[CH:6]1[CH:7]([CH2:19][O:20][c:22]2[cH:23][cH:24][c:25]([Cl:26])[cH:27][cH:28]2)[CH2:8][CH:9]([O:11][Si:12]([CH3:13])([CH3:14])[C:15]([CH3:16])([CH3:17])[CH3:18])[CH2:10]1. Yields the product CCOC(=O)C1CC(O[Si](C)(C)C(C)(C)C)CC1COc1ccc(Cl)cc1.